From a dataset of the Open Reaction Database (ORD), a public repository of structured organic reaction records. describe an organic reaction: reactants, conditions, products, and yield Reactants: BrCCCCCCCC(=O)NC1=CC=C(C(=O)NCC=2C(=C3C(=NC2CC)N(N=C3)CC)NC3CCOCC3)C=C1 (4-[(8-bromooctanoyl)amino]-N-{[1,6-diethyl-4-(tetrahydro-2H-pyran-4-ylamino)-1H-pyrazolo[3,4-b]pyridin-5-yl]methyl}benzamide), BrCCCCCCCC(=O)NC1=CC=C(C(=O)NCC=2C(=C3C(=NC2CC)N(N=C3)CC)NC3CCOCC3)C=C1 (4-[(8-Bromooctanoyl)amino]-N-{[1,6-diethyl-4-(tetrahydro-2H-pyran-4-ylamino)-1H-pyrazolo[3,4-b]pyridin-5-yl]methyl}benzamide), CNCCO (2-(methylamino)ethanol), C(C)(C)N(C(C)C)CC (N,N-diisopropylethylamine), BrCCCCCCCC(=O)NC1=CC=C(C(=O)NCC=2C(=C3C(=NC2CC)N(N=C3)CC)NC3CCOCC3)C=C1 (4-[(8-bromooctanoyl)amino]-N-{[1,6-diethyl-4-(tetrahydro-2H-pyran-4-ylamino)-1H-pyrazolo[3,4-b]pyridin-5-yl]methyl}benzamide). Run in CN(C=O)C (N,N-dimethylformamide), CN(C=O)C (N,N-dimethylformamide). Conditions: temperature 85 celsius. Product: C(C)N1N=CC=2C1=NC(=C(C2NC2CCOCC2)CNC(C2=CC=C(C=C2)NC(CCCCCCCN(C)CCO)=O)=O)CC (N-{[1,6-Diethyl-4-(tetrahydro-2H-pyran-4-ylamino)-1H-pyrazolo[3,4-b]pyridin-5-yl]methyl}-4-({8-[(2-hydroxyethyl)(methyl)amino]octanoyl}amino)benzamide). RXN SMILES: Br[CH2:2][CH2:3][CH2:4][CH2:5][CH2:6][CH2:7][CH2:8][C:9]([NH:11][C:12]1[CH:41]=[CH:40][C:15]([C:16]([NH:18][CH2:19][C:20]2[C:21]([NH:33][CH:34]3[CH2:39][CH2:38][O:37][CH2:36][CH2:35]3)=[C:22]3[CH:30]=[N:29][N:28]([CH2:31][CH3:32])[C:23]3=[N:24][C:25]=2[CH2:26][CH3:27])=[O:17])=[CH:14][CH:13]=1)=[O:10].[CH3:42][NH:43][CH2:44][CH2:45][OH:46].C(N(CC)C(C)C)(C)C>CN(C)C=O>[CH2:31]([N:28]1[C:23]2=[N:24][C:25]([CH2:26][CH3:27])=[C:20]([CH2:19][NH:18][C:16](=[O:17])[C:15]3[CH:40]=[CH:41][C:12]([NH:11][C:9](=[O:10])[CH2:8][CH2:7][CH2:6][CH2:5][CH2:4][CH2:3][CH2:2][N:43]([CH2:44][CH2:45][OH:46])[CH3:42])=[CH:13][CH:14]=3)[C:21]([NH:33][CH:34]3[CH2:39][CH2:38][O:37][CH2:36][CH2:35]3)=[C:22]2[CH:30]=[N:29]1)[CH3:32]. Procedure details: 4-[(8-Bromooctanoyl)amino]-N-{[1,6-diethyl-4-(tetrahydro-2H-pyran-4-ylamino)-1H-pyrazolo[3,4-b]pyridin-5-yl]methyl}benzamide (100 mg, 0.16 mmol, e.g. which can optionally be as prepared in Intermediate 11) was dissolved in N,N-dimethylformamide (4 ml). To one-quarter of this solution, i.e. containing 4-[(8-bromooctanoyl)amino]-N-{[1,6-diethyl-4-(tetrahydro-2H-pyran-4-ylamino)-1H-pyrazolo[3,4-b]pyridin-5-yl]methyl}benzamide (25 mg, 0.04 mmol) in N,N-dimethylformamide (1 ml), was added 2-(methylam... Reactants: BrCC=1C=C(C#N)C=CC1 (3-(bromomethyl)benzonitrile), C(C)N(C(C)C)C(C)C (n-ethyldiisopropylamine), COCCO (2-methoxyethanol). Solvent: CCOC(=O)C (EtOAc). The product is COCCOCC=1C=C(C#N)C=CC1 (3-[(2-methoxyethoxy)methyl]benzonitrile). Yield: 81.0%. RXN SMILES: Br[CH2:2][C:3]1[CH:4]=[C:5]([CH:8]=[CH:9][CH:10]=1)[C:6]#[N:7].C(N(C(C)C)C(C)C)C.[CH3:20][O:21][CH2:22][CH2:23][OH:24]>CCOC(C)=O>[CH3:20][O:21][CH2:22][CH2:23][O:24][CH2:2][C:3]1[CH:4]=[C:5]([CH:8]=[CH:9][CH:10]=1)[C:6]#[N:7]. Procedure details: A solution of 3-(bromomethyl)benzonitrile (1 g, 5.1 mmol) in 2-methoxyethanol (10 mL) and n-ethyldiisopropylamine (0.89 mL, 5.1 mmol) was heated under microwave irradiations for 2 hours at 150° C. After this time, reaction mixture was diluted with EtOAc (200 mL), washed with water and brine to give the title compound as a colorless oil (800 mg, 81%). 1H NMR (DMSO-d6, 300 MHz) δ 7.76-7.74 (m, 2H), 7.68-7.65 (m, 1H), 7.59-7.54 (m, 1H), 4.54 (s, 2H), 3.59-3.56 (m, 2H), 3.51-3.47 (m, 2H), 3.25 (s, 3... The reactants are CC=1NC(=C(C(C1C(=O)OC)C1=CC(=CC=C1)[N+](=O)[O-])C(=O)OC)C(OC)OC (dimethyl 2-methyl-4-(3-nitrophenyl)-6-dimethoxymethyl-1,4-dihydropyridine-3,5-dicarboxylate), Cl (hydrochloric acid). Solvent: CC(=O)C (acetone). Reaction conditions: time 6 hour. Product: CC=1NC(=C(C(C1C(=O)OC)C1=CC(=CC=C1)[N+](=O)[O-])C(=O)OC)C=O (dimethyl 2-methyl-4-(3-nitrophenyl)-6-formyl-1,4-dihydropyridine-3,5-dicarboxylate). Isolated yield 34.0%. Reaction SMILES: [CH3:1][C:2]1[NH:3][C:4]([CH:25](OC)[O:26]C)=[C:5]([C:21]([O:23][CH3:24])=[O:22])[CH:6]([C:12]2[CH:17]=[CH:16][CH:15]=[C:14]([N+:18]([O-:20])=[O:19])[CH:13]=2)[C:7]=1[C:8]([O:10][CH3:11])=[O:9].Cl>CC(C)=O>[CH3:1][C:2]1[NH:3][C:4]([CH:25]=[O:26])=[C:5]([C:21]([O:23][CH3:24])=[O:22])[CH:6]([C:12]2[CH:17]=[CH:16][CH:15]=[C:14]([N+:18]([O-:20])=[O:19])[CH:13]=2)[C:7]=1[C:8]([O:10][CH3:11])=[O:9]. Reported procedure: To a solution of dimethyl 2-methyl-4-(3-nitrophenyl)-6-dimethoxymethyl-1,4-dihydropyridine-3,5-dicarboxylate (7.5 g) in acetone (75 ml) was added 6 N hydrochloric acid (7.5 ml) and the mixture was stirred at room temperature for 6 hours. The precipitates which were separated out during the reaction course were collected by filtration to give yellowish crystals of dimethyl 2-methyl-4-(3-nitrophenyl)-6-formyl-1,4-dihydropyridine-3,5-dicarboxylate (2.26 g), and the filtrate was adjusted to pH 7.5 t... Reactants: N (ammonia), 13, FC1=CC=C(C=C1)CNC1=NC=NC=C1NC(=S)N[C@@H]1[C@@H](CN(CC1)C(=O)OC)C (methyl cis-4-[[[[4-[[(4-fluorophenyl)methyl]amino]-5-pyrimidinyl]amino]thioxomethyl]amino]-3-methyl-1-piperidinecarboxylate), [S] (sulfur). Reagents/catalysts: [Hg]=O (mercury(II) oxide). Run in CO (methanol). Product: FC1=CC=C(C=C1)CN1C2=NC=NC=C2N=C1N[C@@H]1[C@@H](CN(CC1)C(=O)OC)C (methyl cis-4-[[9-[(4-fluorophenyl)methyl]-9H-purin-8-yl]amino]-3-methyl-1-piperidinecarboxylate). Isolated yield 58.5%. As a reaction SMILES: [F:1][C:2]1[CH:7]=[CH:6][C:5]([CH2:8][NH:9][C:10]2[C:15]([NH:16][C:17]([NH:19][C@H:20]3[CH2:25][CH2:24][N:23]([C:26]([O:28][CH3:29])=[O:27])[CH2:22][C@H:21]3[CH3:30])=S)=[CH:14][N:13]=[CH:12][N:11]=2)=[CH:4][CH:3]=1.[S].N>[Hg]=O.CO>[F:1][C:2]1[CH:7]=[CH:6][C:5]([CH2:8][N:9]2[C:17]([NH:19][C@H:20]3[CH2:25][CH2:24][N:23]([C:26]([O:28][CH3:29])=[O:27])[CH2:22][C@H:21]3[CH3:30])=[N:16][C:15]3[C:10]2=[N:11][CH:12]=[N:13][CH:14]=3)=[CH:4][CH:3]=1 |^3:30|. Procedure: A mixture of 13 parts of methyl cis-4-[[[[4-[[(4-fluorophenyl)methyl]amino]-5-pyrimidinyl]amino]thioxomethyl]amino]-3-methyl-1-piperidinecarboxylate, 13 parts of mercury(II) oxide, 0.1 parts of sulfur and 160 parts of methanol, saturated with ammonia was stirred for 0.5 hours at reflux temperature. The reaction mixture was filtered over diatomaceous earth while hot and the filtrate was evaporated. The residue was poured into water and the product was extracted with trichloromethane. The extract ... Starting materials: BrC=1C=CC2=C(C=3N(CC(O2)CN2CCOCC2)C=C(N3)C(=O)OC)C1 (racemic methyl 10-bromo-6-(morpholinomethyl)-5,6-dihydrobenzo[f]imidazo[1,2-d][1,4]oxazepine-2-carboxylate), CC1=CC(=NO1)[C@@](C)(C#C)O ((2R)-2-(5-methyl-1,2-oxazol-3-yl)but-3-yn-2-ol). The product is O[C@@](C#CC=1C=CC2=C(C=3N(CC(O2)CN2CCOCC2)C=C(N3)C(=O)OC)C1)(C)C1=NOC(=C1)C (methyl 10-((R)-3-hydroxy-3-(5-methylisoxazol-3-yl)but-1-yn-1-yl)-6-(morpholinomethyl)-5,6-dihydrobenzo[f]imidazo[1,2-d][1,4]oxazepine-2-carboxylate). Reaction SMILES: Br[C:2]1[CH:3]=[CH:4][C:5]2[O:11][CH:10]([CH2:12][N:13]3[CH2:18][CH2:17][O:16][CH2:15][CH2:14]3)[CH2:9][N:8]3[CH:19]=[C:20]([C:22]([O:24][CH3:25])=[O:23])[N:21]=[C:7]3[C:6]=2[CH:26]=1.[CH3:27][C:28]1[O:32][N:31]=[C:30]([C@:33]([OH:37])([C:35]#[CH:36])[CH3:34])[CH:29]=1>>[OH:37][C@:33]([C:30]1[CH:29]=[C:28]([CH3:27])[O:32][N:31]=1)([CH3:34])[C:35]#[C:36][C:2]1[CH:3]=[CH:4][C:5]2[O:11][CH:10]([CH2:12][N:13]3[CH2:18][CH2:17][O:16][CH2:15][CH2:14]3)[CH2:9][N:8]3[CH:19]=[C:20]([C:22]([O:24][CH3:25])=[O:23])[N:21]=[C:7]3[C:6]=2[CH:26]=1. Reported procedure: Similar to as described in General Procedure G, racemic methyl 10-bromo-6-(morpholinomethyl)-5,6-dihydrobenzo[f]imidazo[1,2-d][1,4]oxazepine-2-carboxylate was reacted with (2R)-2-(5-methyl-1,2-oxazol-3-yl)but-3-yn-2-ol to produce methyl 10-((R)-3-hydroxy-3-(5-methylisoxazol-3-yl)but-1-yn-1-yl)-6-(morpholinomethyl)-5,6-dihydrobenzo[f]imidazo[1,2-d][1,4]oxazepine-2-carboxylate as a diasteromeric mixture. A suspension of methyl 10-((R)-3-hydroxy-3-(5-methylisoxazol-3-yl)but-1-yn-1-yl)-6-(morpholino... Reactants: COC(=O)CC(=O)OC, C[O-], CCOC(C)=O, CS(C)=O, Cl, O=[N+]([O-])c1ccc(F)cc1F, [Na+]. Yields the product COC(=O)C(C(=O)OC)c1cc(F)ccc1[N+](=O)[O-]. RXN SMILES: [C:4]([CH2:5][C:6](=[O:7])[O:8][CH3:9])(=[O:10])[O:11][CH3:12].[CH3:1][O-:2].[CH3:25][CH2:26][O:27][C:28](=[O:29])[CH3:30].[CH3:31][S:32](=[O:33])[CH3:34].[ClH:24].[F:13][c:14]1[c:15]([N+:21](=[O:22])[O-:23])[cH:16][cH:17][c:18]([F:20])[cH:19]1.[Na+:3]>>[C:4]([CH:5]([C:6](=[O:7])[O:8][CH3:9])[c:14]1[c:15]([N+:21](=[O:22])[O-:23])[cH:16][cH:17][c:18]([F:20])[cH:19]1)(=[O:10])[O:11][CH3:12]. Starting materials: OC1=CC=C(C(=O)CCCNC2=C(C=CC(=C2)OC)C2CC=3C=CC(=CC3CC2)OC(C(C)(C)C)=O)C=C1 (pivalic acid 6-{2-[(4-hydroxybenzoyl)propylamino]-4-methoxyphenyl}-5,6,7,8-tetrahydronaphthalen-2-yl ester), ClCC(=O)N1CCC(CC1)C (2-chloro-1-(4-methylpiperidin-1-yl)ethanone). Product: COC1=CC(=C(C=C1)C1CC=2C=CC(=CC2CC1)O)NCCCCC1=CC=C(C=C1)OCCN1CCC(CC1)C (6-{4-Methoxy-2-{{4-[2-(4-methylpiperidin-1-yl)ethoxy]benzyl}propylamino}phenyl}-5,6,7,8-tetrahydronaphthalen-2-ol). Isolated yield 60.2%. RXN SMILES: [OH:1][C:2]1[CH:38]=[CH:37][C:5]([C:6]([CH2:8][CH2:9][CH2:10][NH:11][C:12]2[CH:17]=[C:16]([O:18][CH3:19])[CH:15]=[CH:14][C:13]=2[CH:20]2[CH2:29][CH2:28][C:27]3[CH:26]=[C:25]([O:30]C(=O)C(C)(C)C)[CH:24]=[CH:23][C:22]=3[CH2:21]2)=O)=[CH:4][CH:3]=1.Cl[CH2:40][C:41]([N:43]1[CH2:48][CH2:47][CH:46]([CH3:49])[CH2:45][CH2:44]1)=O>>[CH3:19][O:18][C:16]1[CH:15]=[CH:14][C:13]([CH:20]2[CH2:29][CH2:28][C:27]3[CH:26]=[C:25]([OH:30])[CH:24]=[CH:23][C:22]=3[CH2:21]2)=[C:12]([NH:11][CH2:10][CH2:9][CH2:8][CH2:6][C:5]2[CH:4]=[CH:3][C:2]([O:1][CH2:40][CH2:41][N:43]3[CH2:48][CH2:47][CH:46]([CH3:49])[CH2:45][CH2:44]3)=[CH:38][CH:37]=2)[CH:17]=1. Reported procedure: Synthesized from pivalic acid 6-{2-[(4-hydroxybenzoyl)propylamino]-4-methoxyphenyl}-5,6,7,8-tetrahydronaphthalen-2-yl ester (30 mg) and 2-chloro-1-(4-methylpiperidin-1-yl)ethanone (21 mg) according to an analogous synthetic method to Example 404 and purified by LC-MS, the title compound (19 mg) was obtained. The reactants are C(C(=O)Cl)(=O)Cl (Oxalyl chloride), C1(CCCCC1)N(C(=O)NN1CCCCC1)C1CCCCC1 (N,N-dicyclohexylpiperidylurea), N (Ammonia). Run in C(C)OCC (diethyl ether), C(C)OCC (diethyl ether), C1CCOC1 (THF). The product is C1(CCCCC1)N(C(=NN1CCCCC1)N)C1CCCCC1 (N,N-dicyclohexylpiperidylguanidine). As a reaction SMILES: C(Cl)(=O)C(Cl)=O.[CH:7]1([N:13]([CH:23]2[CH2:28][CH2:27][CH2:26][CH2:25][CH2:24]2)[C:14]([NH:16][N:17]2[CH2:22][CH2:21][CH2:20][CH2:19][CH2:18]2)=O)[CH2:12][CH2:11][CH2:10][CH2:9][CH2:8]1.[NH3:29]>C(OCC)C.C1COCC1>[CH:7]1([N:13]([CH:23]2[CH2:28][CH2:27][CH2:26][CH2:25][CH2:24]2)[C:14]([NH2:29])=[N:16][N:17]2[CH2:22][CH2:21][CH2:20][CH2:19][CH2:18]2)[CH2:12][CH2:11][CH2:10][CH2:9][CH2:8]1. Reported procedure: A solution of dicyclohexylamine (4.0 mL, 20 mmol) and triethylamine (6 mL, 43 mmol) in diethyl ether (63 mL) was added dropwise to a stirred solution of triphosgene (2.0 g, 6.7 mmol) in diethyl ether (30 mL) at room temperature. The reaction mixture was stirred overnight under refluxing conditions. Then, a solution of piperidine (1.9 mL, 19 mmol) and triethylamine (5.8 mL, 42 mmol) in diethyl ether (37 mL) was added. The reaction mixture was stirred overnight at reflux temperature. The reaction ...